This data is from the Open Reaction Database (ORD), a public repository of structured organic reaction records. The task is: describe an organic reaction: reactants, conditions, products, and yield The reactants are CCC1CC=C(c2cnc3c(c2)c(-c2cnn(C)c2)cn3S(=O)(=O)c2ccccc2)CC1, CO, [OH-], [OH-], [Pd+2], c1cnc2[nH]ccc2c1. Product: CCC1CCC(c2cnc3c(c2)c(-c2cnn(C)c2)cn3S(=O)(=O)c2ccccc2)CC1. RXN SMILES: [CH2:1]([CH3:2])[CH:3]1[CH2:4][CH:5]=[C:6]([c:9]2[cH:10][c:11]3[c:12]([n:13][cH:14]2)[n:15]([S:24](=[O:25])(=[O:26])[c:27]2[cH:28][cH:29][cH:30][cH:31][cH:32]2)[cH:16][c:17]3-[c:18]2[cH:19][n:20][n:21]([CH3:23])[cH:22]2)[CH2:7][CH2:8]1.[CH3:42][OH:43].[OH-:44].[OH-:45].[Pd+2:46].[nH:33]1[c:34]2[c:35]([cH:36][cH:37][cH:38][n:39]2)[cH:40][cH:41]1>>[CH2:1]([CH3:2])[CH:3]1[CH2:4][CH2:5][CH:6]([c:9]2[cH:10][c:11]3[c:12]([n:13][cH:14]2)[n:15]([S:24](=[O:25])(=[O:26])[c:27]2[cH:28][cH:29][cH:30][cH:31][cH:32]2)[cH:16][c:17]3-[c:18]2[cH:19][n:20][n:21]([CH3:23])[cH:22]2)[CH2:7][CH2:8]1. Reactants: CC(C)(C)C(=O)OCCl, O=C([O-])O, O=C([O-])[O-], C=CCOC(=O)NC(=N)c1ccc(N2CC(OC)=C(c3ccc(CCC(=O)O)cc3)C2=O)cc1, CN(C)C=O, [I-], [K+], [K+], [K+], [K+]. The product is C=CCOC(=O)NC(=N)c1ccc(N2CC(OC)=C(c3ccc(CCC(=O)OCOC(=O)C(C)(C)C)cc3)C2=O)cc1. As a reaction SMILES: [C:35]([C:36]([CH3:37])([CH3:38])[CH3:39])(=[O:40])[O:41][CH2:42][Cl:43].[C:46](=[O:47])([O-:48])[OH:49].[C:51](=[O:52])([O-:53])[O-:54].[CH2:1]([CH:2]=[CH2:3])[O:4][C:5](=[O:6])[NH:7][C:8](=[NH:9])[c:10]1[cH:11][cH:12][c:13]([N:16]2[C:17](=[O:34])[C:18]([c:23]3[cH:24][cH:25][c:26]([CH2:29][CH2:30][C:31](=[O:32])[OH:33])[cH:27][cH:28]3)=[C:19]([O:21][CH3:22])[CH2:20]2)[cH:14][cH:15]1.[CH3:57][N:58]([CH3:59])[CH:60]=[O:61].[I-:45].[K+:44].[K+:50].[K+:55].[K+:56]>>[CH2:1]([CH:2]=[CH2:3])[O:4][C:5](=[O:6])[NH:7][C:8](=[NH:9])[c:10]1[cH:11][cH:12][c:13]([N:16]2[C:17](=[O:34])[C:18]([c:23]3[cH:24][cH:25][c:26]([CH2:29][CH2:30][C:31](=[O:32])[O:33][CH2:42][O:41][C:35]([C:36]([CH3:37])([CH3:38])[CH3:39])=[O:40])[cH:27][cH:28]3)=[C:19]([O:21][CH3:22])[CH2:20]2)[cH:14][cH:15]1.